From a dataset of the Open Reaction Database (ORD), a public repository of structured organic reaction records. describe an organic reaction: reactants, conditions, products, and yield Product: C(C)(=O)[C@@H](C(=O)OCC)C(C(C)OC1=CC=C(C=C1)OC1=NC=C(C=C1)C(F)(F)F)=O (ethyl (R)-2-acetyl-4-[4-(5-trifluoromethyl-2-pyridyloxy)phenoxy]-3-oxopentanoate), XVIII. Reported procedure: Following the above procedures, (R)-2-[4-(5-trifluoromethyl-2-pyridyloxy)phenoxy]propionic acid chloride, prepared from (R)-2-[4-(5-trifluoromethyl-2-pyridyloxy)phenoxy]propionic acid and thionyl chloride, is reacted with the sodium salt of ethyl acetoacetate to give ethyl (R)-2-acetyl-4-[4-(5-trifluoromethyl-2-pyridyloxy)phenoxy]-3-oxopentanoate (XVIII: Q1 is N, Y is hydrogen, Z is trifluoromethyl and R3 is ethyl). This pentanoate is then heated with sodium chloride to give (R)-5-[4-(5-trifluor... Starting materials: [Na] (sodium), C(CC(=O)C)(=O)OCC (ethyl acetoacetate), FC(C=1C=CC(=NC1)OC1=CC=C(O[C@@H](C(=O)Cl)C)C=C1)(F)F ((R)-2-[4-(5-trifluoromethyl-2-pyridyloxy)phenoxy]propionic acid chloride), FC(C=1C=CC(=NC1)OC1=CC=C(O[C@@H](C(=O)O)C)C=C1)(F)F ((R)-2-[4-(5-trifluoromethyl-2-pyridyloxy)phenoxy]propionic acid), S(=O)(Cl)Cl (thionyl chloride). RXN SMILES: [F:1][C:2]([F:23])([F:22])[C:3]1[CH:4]=[CH:5][C:6]([O:9][C:10]2[CH:21]=[CH:20][C:13]([O:14][C@H:15]([CH3:19])[C:16](Cl)=[O:17])=[CH:12][CH:11]=2)=[N:7][CH:8]=1.FC(F)(F)C1C=CC(OC2C=CC(O[C@H](C)C(O)=O)=CC=2)=NC=1.S(Cl)(Cl)=O.[Na].[C:52]([O:58][CH2:59][CH3:60])(=[O:57])[CH2:53][C:54]([CH3:56])=[O:55]>>[C:54]([C@H:53]([C:16](=[O:17])[CH:15]([O:14][C:13]1[CH:20]=[CH:21][C:10]([O:9][C:6]2[CH:5]=[CH:4][C:3]([C:2]([F:23])([F:22])[F:1])=[CH:8][N:7]=2)=[CH:11][CH:12]=1)[CH3:19])[C:52]([O:58][CH2:59][CH3:60])=[O:57])(=[O:55])[CH3:56] |^1:50|. The reactants are O=C(O)c1ccc(=O)n(C2CC2)c1, CC(N)C(N)(c1ccc(F)cc1)c1ccc(C(F)(F)F)nc1. Product: CC1NC(c2ccc(=O)n(C3CC3)c2)=NC1(c1ccc(F)cc1)c1ccc(C(F)(F)F)nc1. Reaction SMILES: [CH:23]1([n:26]2[c:27](=[O:35])[cH:28][cH:29][c:30]([C:32]([OH:33])=[O:34])[cH:31]2)[CH2:24][CH2:25]1.[F:1][c:2]1[cH:3][cH:4][c:5]([C:8]([CH:9]([CH3:10])[NH2:11])([NH2:12])[c:13]2[cH:14][n:15][c:16]([C:19]([F:20])([F:21])[F:22])[cH:17][cH:18]2)[cH:6][cH:7]1>>[F:1][c:2]1[cH:3][cH:4][c:5]([C:8]2([c:13]3[cH:14][n:15][c:16]([C:19]([F:20])([F:21])[F:22])[cH:17][cH:18]3)[CH:9]([CH3:10])[NH:11][C:32]([c:30]3[cH:29][cH:28][c:27](=[O:35])[n:26]([CH:23]4[CH2:24][CH2:25]4)[cH:31]3)=[N:12]2)[cH:6][cH:7]1.